The task is: describe an organic reaction: reactants, conditions, products, and yield. This data is from the Open Reaction Database (ORD), a public repository of structured organic reaction records. Procedure: A solution of 2.5 M BuLi in hexane (7.6 ml) was added drop-wise, under a N2 atmosphere, to a solution of 2-bromo-5-dimethoxymethyl-pyridine (3.66 g, 15.84 mmol) in THF (60 ml) at −70° C. After 15 minutes, DMF (1.82 ml, 23.5 mmol) was added drop-wise and the mixture was stirred for 30 minutes at −70° C. and then allowed to reach room temperature. The reaction was diluted with H2O and extracted with DCM. The organic phase was dried over Na2SO4 and evaporated to dryness in vacuo. The crude product ... Reaction SMILES: [Li]CCCC.Br[C:7]1[CH:12]=[CH:11][C:10]([CH:13]([O:16][CH3:17])[O:14][CH3:15])=[CH:9][N:8]=1.CN([CH:21]=[O:22])C>CCCCCC.C1COCC1.O>[CH3:15][O:14][CH:13]([O:16][CH3:17])[C:10]1[CH:11]=[CH:12][C:7]([CH:21]=[O:22])=[N:8][CH:9]=1. Reaction conditions: temperature -70 celsius, time 15 minute. Reactants: CN(C)C=O (DMF), BrC1=NC=C(C=C1)C(OC)OC (2-bromo-5-dimethoxymethyl-pyridine), [Li]CCCC (BuLi). Yields the product COC(C=1C=CC(=NC1)C=O)OC (5-dimethoxymethyl-pyridine-2-carbaldehyde). Yield: 53.7%. Solvent: C1CCOC1 (THF), CCCCCC (hexane), O (H2O). Reactants: FC(F)(F)c1cccc(Br)c1, CN1C2CCC1CNC2, CC(C)(C)[O-], Cc1ccccc1, [Na+], O. The product is CN1C2CCC1CN(c1cccc(C(F)(F)F)c1)C2. Reaction SMILES: [Br:10][c:11]1[cH:12][c:13]([C:17]([F:18])([F:19])[F:20])[cH:14][cH:15][cH:16]1.[CH3:1][N:2]1[CH:3]2[CH2:4][NH:5][CH2:6][CH:7]1[CH2:8][CH2:9]2.[CH3:21][C:22]([CH3:23])([O-:24])[CH3:25].[CH3:27][c:28]1[cH:29][cH:30][cH:31][cH:32][cH:33]1.[Na+:26].[OH2:34]>>[CH3:1][N:2]1[CH:3]2[CH2:4][N:5]([c:11]3[cH:12][c:13]([C:17]([F:18])([F:19])[F:20])[cH:14][cH:15][cH:16]3)[CH2:6][CH:7]1[CH2:8][CH2:9]2. Starting materials: NC(CC(=O)O)C1=CC(=CC=C1)OC (β-amino-3-methoxy-benzenepropanoic acid), CO (methanol). The solvent is Cl (hydrochloric acid). Product: NC(CC(=O)OC)C1=CC(=CC=C1)OC (Methyl 3-amino-3-(3-methoxyphenyl)propanoate). As a reaction SMILES: [NH2:1][CH:2]([C:7]1[CH:12]=[CH:11][CH:10]=[C:9]([O:13][CH3:14])[CH:8]=1)[CH2:3][C:4]([OH:6])=[O:5].[CH3:15]O>Cl>[NH2:1][CH:2]([C:7]1[CH:12]=[CH:11][CH:10]=[C:9]([O:13][CH3:14])[CH:8]=1)[CH2:3][C:4]([O:6][CH3:15])=[O:5]. Procedure details: A solution of β-amino-3-methoxy-benzenepropanoic acid (WO 0041469) (9.38 g, 52 mmol) in concentrated hydrochloric acid (10 ml) and methanol (115 ml), was heated under reflux for 7 hours, then cooled. The reaction was evaporated under reduced pressure, and the residue partitioned between ethyl acetate (300 ml) and 1N sodium hydroxide solution (300 ml). The layers were separated, and the organic phase evaporated under reduced pressure to afford the title compound as a colourless oil, 8.8 g. Starting materials: CC1=C(C(=O)O)C(=CC(=C1)C)C (2,4,6-Trimethylbenzoic acid), S(=O)(Cl)Cl (thionyl chloride), NC1=CC=C(C=C1)N1C2=C(NC(CC1=O)=O)C1=CC=CC=C1C=C2 (5-(4-aminophenyl)-1H-naphtho[1,2-b][1,4]diazepine-2,4(3H,5H)-dione). The product is CC1=C(C(=O)NC2=CC=C(C=C2)N2C3=C(NC(CC2=O)=O)C2=CC=CC=C2C=C3)C(=CC(=C1)C)C (5-[4-[(2,4,6-Trimethylbenzoyl)amino]phenyl]-1H-naphtho[1,2-b][1,4]diazepine-2,4(3H,5H)-dione). The yield is 12.9%. RXN SMILES: [CH3:1][C:2]1[CH:10]=[C:9]([CH3:11])[CH:8]=[C:7]([CH3:12])[C:3]=1[C:4]([OH:6])=O.S(Cl)(Cl)=O.[NH2:17][C:18]1[CH:23]=[CH:22][C:21]([N:24]2[C:30](=[O:31])[CH2:29][C:28](=[O:32])[NH:27][C:26]3[C:33]4[C:38]([CH:39]=[CH:40][C:25]2=3)=[CH:37][CH:36]=[CH:35][CH:34]=4)=[CH:20][CH:19]=1>>[CH3:12][C:7]1[CH:8]=[C:9]([CH3:11])[CH:10]=[C:2]([CH3:1])[C:3]=1[C:4]([NH:17][C:18]1[CH:23]=[CH:22][C:21]([N:24]2[C:30](=[O:31])[CH2:29][C:28](=[O:32])[NH:27][C:26]3[C:33]4[C:38]([CH:39]=[CH:40][C:25]2=3)=[CH:37][CH:36]=[CH:35][CH:34]=4)=[CH:20][CH:19]=1)=[O:6]. Reported procedure: 2,4,6-Trimethylbenzoic acid (25 mg, 0.15 mmol) was treated with thionyl chloride in the same manner as that of Example 13, and then by using the resultant together with 5-(4-aminophenyl)-1H-naphtho[1,2-b][1,4]diazepine-2,4(3H,5H)-dione (32 mg, 0.1 mmol) obtained in Example 1, (3), the title compound (6 mg, yield 13%) was obtained as slightly brown crystals in the same manner as that of Example 1, (4). Reactants: N1N=CN=C1 (1,2,4-triazole), [NH4+].[Cl-] (NH4Cl), [H-].[Na+] (NaH), IC[Si]1(CCCC1)C1=CC=C(C=C1)OCC (1-iodomethyl-1-(4-ethoxyphenyl)-1-silacyclopentane). Run in CN(C)C=O (DMF), CN(C)C=O (DMF), CN(C)C=O (DMF). Run at time 15 minute. Product: C(C)OC1=CC=C(C=C1)[Si]1(CCCC1)CN1N=CN=C1 (1-(4-ethoxyphenyl)-1-(1H-1,2,4-triazole-1-yl) methyl-1-silacyclopentane). Yield: 81.2%. RXN SMILES: [H-].[Na+].[NH:3]1[CH:7]=[N:6][CH:5]=[N:4]1.I[CH2:9][Si:10]1([C:15]2[CH:20]=[CH:19][C:18]([O:21][CH2:22][CH3:23])=[CH:17][CH:16]=2)[CH2:14][CH2:13][CH2:12][CH2:11]1.[NH4+].[Cl-]>CN(C=O)C>[CH2:22]([O:21][C:18]1[CH:17]=[CH:16][C:15]([Si:10]2([CH2:9][N:3]3[CH:7]=[N:6][CH:5]=[N:4]3)[CH2:14][CH2:13][CH2:12][CH2:11]2)=[CH:20][CH:19]=1)[CH3:23] |f:0.1,4.5|. Reported procedure: To a 100 ml, round bottomed flask equipped with a condenser and a dropping funnel were added 0.29 g of NaH (0.01 mol, 80% dispersion in mineral oil) and 2 ml of DMF. After resolving 0.78 g (0.011 mol) of 1,2,4-triazole in 2 ml of dried DMF, the solution was added through the dropping funnel and the mixture was stirred for 15 min. 3.00 g (0.009 mol) of 1-iodomethyl-1-(4-ethoxyphenyl)-1-silacyclopentane as prepared in Example 9 was diluted with 3 ml of DMF to be dropwisely added to the flask, and ...